This data is from the Open Reaction Database (ORD), a public repository of structured organic reaction records. The task is: describe an organic reaction: reactants, conditions, products, and yield Starting materials: COC(=O)c1ccccc1Nc1cc(Cl)c(OCc2ccccc2)c(Cl)c1, C1CCOC1. The product is COC(=O)c1ccccc1Nc1cc(Cl)c(O)c(Cl)c1. As a reaction SMILES: [CH2:1]([c:2]1[cH:3][cH:4][cH:5][cH:6][cH:7]1)[O:8][c:9]1[c:10]([Cl:27])[cH:11][c:12]([NH:16][c:17]2[c:18]([C:19](=[O:20])[O:21][CH3:22])[cH:23][cH:24][cH:25][cH:26]2)[cH:13][c:14]1[Cl:15].[CH2:28]1[O:29][CH2:30][CH2:31][CH2:32]1>>[OH:8][c:9]1[c:10]([Cl:27])[cH:11][c:12]([NH:16][c:17]2[c:18]([C:19](=[O:20])[O:21][CH3:22])[cH:23][cH:24][cH:25][cH:26]2)[cH:13][c:14]1[Cl:15].